From a dataset of the Open Reaction Database (ORD), a public repository of structured organic reaction records. describe an organic reaction: reactants, conditions, products, and yield Reactants: FC1=C(CN2N=C(C=3C2=NC=CC3)C(OC)=N)C=CC=C1 (Methyl 1-(2-Fluorobenzyl)-1H-pyrazolo[3,4-b]pyridine-3-carboximidate), C(C)(=O)O (acetic acid), [Cl-].[NH4+] (ammonium chloride). Solvent: CO (methanol). Product: FC1=C(CN2N=C(C=3C2=NC=CC3)C(=N)N)C=CC=C1 (1-(2-Fluorobenzyl)-1H-pyrazolo[3,4-b]pyridine-3-carboxamidine). As a reaction SMILES: [F:1][C:2]1[CH:21]=[CH:20][CH:19]=[CH:18][C:3]=1[CH2:4][N:5]1[C:9]2=[N:10][CH:11]=[CH:12][CH:13]=[C:8]2[C:7]([C:14](=[NH:17])OC)=[N:6]1.C(O)(=O)C.[Cl-].[NH4+:27]>CO>[F:1][C:2]1[CH:21]=[CH:20][CH:19]=[CH:18][C:3]=1[CH2:4][N:5]1[C:9]2=[N:10][CH:11]=[CH:12][CH:13]=[C:8]2[C:7]([C:14]([NH2:27])=[NH:17])=[N:6]1 |f:2.3|. Reported procedure: The above solution of methyl (2-fluorobenzyl)-1H-pyrazolo[3,4-b]pyridine-3-carboximidate from Example 24A in methanol is admixed with 33.76 g (32.19 ml, 562 mmol) of glacial acetic acid and 9.28 g (173 mmol) of ammonium chloride, and the mixture is stirred under reflux overnight. The solvent is evaporated off under reduced pressure, the residue is triturated well with acetone and the precipitated solid is filtered off with suction. The product is added to 2 l of water, the mixture is admixed wit...